This data is from the Open Reaction Database (ORD), a public repository of structured organic reaction records. The task is: describe an organic reaction: reactants, conditions, products, and yield As a reaction SMILES: [Cl:1][C:2]1[CH:7]=[C:6]([Cl:8])[CH:5]=[CH:4][C:3]=1[C@H:9]1[C@H:14]([N+:15]([O-])=O)[CH2:13][C:12]([CH2:18][NH:19][C:20]([C:22]2[CH:31]=[CH:30][C:25]([C:26]([O:28]C)=[O:27])=[CH:24][CH:23]=2)=[O:21])=[CH:11][CH2:10]1>[Zn].CO.C(O)(=O)C>[NH2:15][C@@H:14]1[CH2:13][C:12]([CH2:18][NH:19][C:20]([C:22]2[CH:31]=[CH:30][C:25]([C:26]([OH:28])=[O:27])=[CH:24][CH:23]=2)=[O:21])=[CH:11][CH2:10][C@H:9]1[C:3]1[CH:4]=[CH:5][C:6]([Cl:8])=[CH:7][C:2]=1[Cl:1] |f:2.3|. The yield is 31.4%. The reactants are ClC1=C(C=CC(=C1)Cl)[C@@H]1CC=C(C[C@H]1[N+](=O)[O-])CNC(=O)C1=CC=C(C(=O)OC)C=C1 (methyl 4-[({[trans-4-(2,4-dichlorophenyl)-5-nitrocyclohex-1-en-1-yl]methyl}amino)carbonyl]benzoate). The product is N[C@H]1[C@@H](CC=C(C1)CNC(=O)C1=CC=C(C(=O)O)C=C1)C1=C(C=C(C=C1)Cl)Cl (4-[({[trans-5-amino-4-(2,4-dichlorophenyl)cyclohex-1-en-1-yl]methyl}amino)carbonyl]benzoic acid). Reagents/catalysts: [Zn] (Zn). Reaction conditions: time 30 minute. Procedure: To a solution of Example 15A (35 mg, 0.076 mmol) in mixture of methanol/acetic acid (0.5 mL/0.5 mL), Zn powder (49 mg, 0.76 mmol) was added at room temperature. The reaction mixture was stirred for 30 minutes, filtered, concentrated under reduced pressure and purified by high pressure liquid chromotography (eluting with 0-70% acetonitrile/water and 0.1% trifluoroacetic acid) to provide the title compound (10 mg, 32%). 1H NMR (300 MHz, methanol-d4) δ ppm 8.06-8.16 (m, 2H), 7.88-7.97 (m, 2H), 7.52... The solvent is CO.C(C)(=O)O (methanol acetic acid).